This data is from the Open Reaction Database (ORD), a public repository of structured organic reaction records. The task is: describe an organic reaction: reactants, conditions, products, and yield RXN SMILES: CCCCCC.C([Li])CCC.Br[C:13]1[CH:18]=[CH:17][C:16]([F:19])=[CH:15][C:14]=1[F:20].[F:21][C:22]([F:30])([S:28][CH3:29])[C:23](OCC)=[O:24].Cl>CCOCC>[F:20][C:14]1[CH:15]=[C:16]([F:19])[CH:17]=[CH:18][C:13]=1[C:23](=[O:24])[C:22]([F:30])([F:21])[S:28][CH3:29]. Reported procedure: A hexane solution (13.7 ml, 21.6 mmol) of 1.58 M n-butyllithium was added dropwise to a solution of 1-bromo-2,4-difluorobenzene (4.2 g, 21.8 mmol) in absolute ether (60 ml) at −70° C., and the mixture was stirred for 15 minutes at the same temperature. A solution of ethyl 2,2-difluoro-2-(methylthio)acetate (3.7 g, 21.6 mmol) in absolute ether (20 ml) was added to this solution at −70° C. After the resultant mixture was stirred for 1 hour at the same temperature, the temperature of the reaction m... Product: FC1=C(C=CC(=C1)F)C(C(SC)(F)F)=O (1-(2,4-difluorophenyl)-2,2-difluoro-2-(methylthio)-1-ethanone). Yield: 79.7%. The reactants are FC(C(=O)OCC)(SC)F (ethyl 2,2-difluoro-2-(methylthio)acetate), Cl (hydrochloric acid), resultant mixture, CCCCCC (hexane), C(CCC)[Li] (n-butyllithium), BrC1=C(C=C(C=C1)F)F (1-bromo-2,4-difluorobenzene). Run in CCOCC (ether), CCOCC (ether). Reaction conditions: temperature 0 celsius, time 15 minute. Starting materials: C1(CCCC1)C(C1=C(C=C(C=C1)C(F)(F)F)CO)OC ((2-(cyclopentyl(methoxy)methyl)-5-(trifluoromethyl)phenyl)methanol), C(Br)(Br)(Br)Br (carbon tetrabromide), C1(=CC=CC=C1)P(C1=CC=CC=C1)C1=CC=CC=C1 (triphenyl phosphine). Run in C(Cl)Cl (methylene chloride). Run at time 8 hour. Product: BrCC1=C(C=CC(=C1)C(F)(F)F)[C@@H](OC)C1CCCC1 ((S)-2-(bromomethyl)-1-(cyclopentyl(methoxy)methyl)-4-(trifluoro-methyl)benzene). Isolated yield 82.0%. Reaction SMILES: [CH:1]1([CH:6]([O:19][CH3:20])[C:7]2[CH:12]=[CH:11][C:10]([C:13]([F:16])([F:15])[F:14])=[CH:9][C:8]=2[CH2:17]O)[CH2:5][CH2:4][CH2:3][CH2:2]1.C(Br)(Br)(Br)[Br:22].C1(P(C2C=CC=CC=2)C2C=CC=CC=2)C=CC=CC=1>C(Cl)Cl>[Br:22][CH2:17][C:8]1[CH:9]=[C:10]([C:13]([F:16])([F:15])[F:14])[CH:11]=[CH:12][C:7]=1[C@H:6]([CH:1]1[CH2:5][CH2:4][CH2:3][CH2:2]1)[O:19][CH3:20]. Procedure: To a solution of (2-(cyclopentyl(methoxy)methyl)-5-(trifluoromethyl)phenyl)methanol (enatiomer 2 from the chiral separation of the racemate in STEP C, 23.1 mg, 0.080 mmol) and carbon tetrabromide (34.5 mg, 0.10 mmol) in methylene chloride (0.5 mL) at room temperature was added triphenyl phosphine (27.3 mg, 0.10 mmol). The mixture was stirred at room temperature overnight. Solvent was removed and the residue was purified by chromatography over 12+S Biotage silica column (eluted with 0-20-30% ethy... Reactants: BrCCOC1OCCCC1 (1-bromo-2-(2- tetrahydropyranyloxy) ethane), [H-].[Na+] (sodium hydride), BrC(C(=O)C1=C(C=C(C=C1)Cl)Cl)C (2-bromo-1-(2,4-dichlorophenyl)-1-propanone), BrC(C(=O)C1=C(C=C(C=C1)Cl)Cl)C (2-bromo-1-(2,4-dichlorophenyl)-1-propanone), C1(CC1)C(C1=CC=CC=C1)NC(=S)N (N-(α-cyclopropylbenzyl)thiourea), C1(CC1)C(C1=CC=CC=C1)NC(=S)N (N-(α-cyclopropylbenzyl)thiourea), compound. Solvent: C(C)(=O)OCC (ethyl acetate), O (water), CN(C=O)C (dimethylformamide), CN(C=O)C (dimethylformamide). Conditions: temperature 5 celsius, time 1 hour. Product: ClC1=C(C=CC(=C1)Cl)C=1N=C(SC1C)NC(C1=CC=CC=C1)C1CC1 (4-(2,4-Dichlorophenyl)-5-methyl-2-[N-(α-cyclopropylbenzyl)amino]thiazole), ClC1=C(C=CC(=C1)Cl)C=1N=C(SC1C)N(CCOC1OCCCC1)C(C1=CC=CC=C1)C1CC1 (4-(2,4-dichlorophenyl)-5-methyl-2-[N-(α-cyclopropylbenzyl)-N-(2-tetrahydropyranyloxyethyl)amino]-thiazole). RXN SMILES: Br[CH:2]([CH3:13])[C:3]([C:5]1[CH:10]=[CH:9][C:8]([Cl:11])=[CH:7][C:6]=1[Cl:12])=O.[CH:14]1([CH:17]([NH:24][C:25]([NH2:27])=[S:26])[C:18]2[CH:23]=[CH:22][CH:21]=[CH:20][CH:19]=2)[CH2:16][CH2:15]1.[H-].[Na+].Br[CH2:31][CH2:32][O:33][CH:34]1[CH2:39][CH2:38][CH2:37][CH2:36][O:35]1>CN(C)C=O.C(OCC)(=O)C.O>[Cl:12][C:6]1[CH:7]=[C:8]([Cl:11])[CH:9]=[CH:10][C:5]=1[C:3]1[N:27]=[C:25]([NH:24][CH:17]([CH:14]2[CH2:16][CH2:15]2)[C:18]2[CH:19]=[CH:20][CH:21]=[CH:22][CH:23]=2)[S:26][C:2]=1[CH3:13].[Cl:12][C:6]1[CH:7]=[C:8]([Cl:11])[CH:9]=[CH:10][C:5]=1[C:3]1[N:27]=[C:25]([N:24]([CH:17]([CH:14]2[CH2:15][CH2:16]2)[C:18]2[CH:19]=[CH:20][CH:21]=[CH:22][CH:23]=2)[CH2:31][CH2:32][O:33][CH:34]2[CH2:39][CH2:38][CH2:37][CH2:36][O:35]2)[S:26][C:2]=1[CH3:13] |f:2.3|. Procedure: 4-(2,4-Dichlorophenyl)-5-methyl-2-[N-(α-cyclopropylbenzyl)amino]thiazole was prepared from 2-bromo-1-(2,4-dichlorophenyl)-1-propanone (Compound 1) and N-(α-cyclopropylbenzyl)thiourea (Compound 74) according to the process described in Example 1, Step A. 4 g of this compound is dissolved in 60 ml of anhydrous dimethylformamide and the solution is cooled to 5° C., followed by portionwise addition of 493 mg of sodium hydride. After stirring for one hour at room temperature, 3.14 g of 1-bromo-2-(2- ... Reactants: OCc1cccc(CBr)c1, CC(C)=O. The product is O=Cc1cccc(CBr)c1. As a reaction SMILES: [Br:1][CH2:2][c:3]1[cH:4][c:5]([CH2:6][OH:7])[cH:8][cH:9][cH:10]1.[CH3:11][C:12](=[O:13])[CH3:14]>>[Br:1][CH2:2][c:3]1[cH:4][c:5]([CH:6]=[O:7])[cH:8][cH:9][cH:10]1. Reactants: ClCCC(=O)Cl (3-chloropropanoyl chloride), C(C)(C)[Mg]Cl (Isopropylmagnesium chloride), BrC1=C(C=CC(=C1)Cl)F (2-bromo-4-chloro-1-fluorobenzene). The reagents and catalysts are C=1C=CC(=CC1)[P](C=2C=CC=CC2)(C=3C=CC=CC3)[Pd]([P](C=4C=CC=CC4)(C=5C=CC=CC5)C=6C=CC=CC6)([P](C=7C=CC=CC7)(C=8C=CC=CC8)C=9C=CC=CC9)[P](C=1C=CC=CC1)(C=1C=CC=CC1)C=1C=CC=CC1 (Pd(PPh3)4), [Cl-].[Zn+2].[Cl-] (zinc chloride). Run in C1CCOC1 (THF), C1CCOC1 (THF). Yields the product ClCCC(=O)C1=C(C=CC(=C1)Cl)F (3-chloro-1-(5-chloro-2-fluorophenyl)propan-1-one). Isolated yield 19.2%. RXN SMILES: Br[C:2]1[CH:7]=[C:6]([Cl:8])[CH:5]=[CH:4][C:3]=1[F:9].C([Mg]Cl)(C)C.[Cl:15][CH2:16][CH2:17][C:18](Cl)=[O:19]>C1COCC1.[Cl-].[Zn+2].[Cl-].C1C=CC([P]([Pd]([P](C2C=CC=CC=2)(C2C=CC=CC=2)C2C=CC=CC=2)([P](C2C=CC=CC=2)(C2C=CC=CC=2)C2C=CC=CC=2)[P](C2C=CC=CC=2)(C2C=CC=CC=2)C2C=CC=CC=2)(C2C=CC=CC=2)C2C=CC=CC=2)=CC=1>[Cl:15][CH2:16][CH2:17][C:18]([C:2]1[CH:7]=[C:6]([Cl:8])[CH:5]=[CH:4][C:3]=1[F:9])=[O:19] |f:4.5.6,^1:32,34,53,72|. Reported procedure: In a flame-dried 3-neck flask, 2-bromo-4-chloro-1-fluorobenzene (2.0 g, 9.55 mmol) was dissolved in THF (anhydrous) (28.9 mL) under argon. Isopropylmagnesium chloride (2 M in THF) (5.01 mL, 10.03 mmol) was added, and the reaction was stirred at rt. To this solution was added zinc chloride (0.5 M in THF) (20.44 mL, 10.22 mmol) and the mixture was stirred at ambient temperature for 40 min. To the reaction was then added Pd(PPh3)4 (0.276 g, 0.239 mmol), and the mixture was cooled to 0° C. A solutio... Starting materials: O (water), C(C)(=O)N1CCC(CC1)O (1-Acetyl-4-hydroxypiperidine), FC1=C(C=C(C=C1)[N+](=O)[O-])C (2-fluoro-5-nitrotoluene), [H-].[Na+] (sodium hydride). Solvent: CN(C=O)C (dimethylformamide). Reaction conditions: time 30 minute. The product is C(C)(=O)N1CCC(CC1)OC1=C(C=C(C=C1)[N+](=O)[O-])C (1-acetyl-4-(4-nitro-2-methylphenyloxy)piperidine). The yield is 70.5%. Reaction SMILES: [C:1]([N:4]1[CH2:9][CH2:8][CH:7]([OH:10])[CH2:6][CH2:5]1)(=[O:3])[CH3:2].[H-].[Na+].F[C:14]1[CH:19]=[CH:18][C:17]([N+:20]([O-:22])=[O:21])=[CH:16][C:15]=1[CH3:23].O>CN(C)C=O>[C:1]([N:4]1[CH2:9][CH2:8][CH:7]([O:10][C:14]2[CH:19]=[CH:18][C:17]([N+:20]([O-:22])=[O:21])=[CH:16][C:15]=2[CH3:23])[CH2:6][CH2:5]1)(=[O:3])[CH3:2] |f:1.2|. Procedure: 1-Acetyl-4-hydroxypiperidine (9.2 g) was dissolved in dimethylformamide (20 ml) and to the solution was added sodium hydride (oily, 60%, 2.6 g). The mixture was stirred at room temperature for 30 minutes, followed by adding dropwise 2-fluoro-5-nitrotoluene (10 g). The mixture was stirred at room temperature for 10 minutes. To the reaction mixture was added water (50 ml) which was extracted with methylene chloride (50 ml×3). The extract was dried over anhydrous sodium sulfate and the solvent was ...